Dataset: the Open Reaction Database (ORD), a public repository of structured organic reaction records. Task: describe an organic reaction: reactants, conditions, products, and yield Reactants: CN(C)C(=O)Cl, CCOC(C)=O, Cl, O=Cc1ccc(O)cc1, c1ccncc1. Product: CN(C)C(=O)Oc1ccc(C=O)cc1. As a reaction SMILES: [CH3:10][N:11]([C:12](=[O:13])[Cl:14])[CH3:15].[CH3:17][CH2:18][O:19][C:20](=[O:21])[CH3:22].[ClH:16].[OH:1][c:2]1[cH:3][cH:4][c:5]([CH:6]=[O:7])[cH:8][cH:9]1.[cH:23]1[cH:24][cH:25][n:26][cH:27][cH:28]1>>[O:1]([c:2]1[cH:3][cH:4][c:5]([CH:6]=[O:7])[cH:8][cH:9]1)[C:12]([N:11]([CH3:10])[CH3:15])=[O:13]. As a reaction SMILES: [CH3:15][CH2:16][OH:17].[N+:1]([O-:2])(=[O:3])[c:4]1[cH:5][n:6][c:7]2[cH:8][cH:9][cH:10][cH:11][c:12]2[c:13]1[NH2:14]>>[NH2:1][c:4]1[cH:5][n:6][c:7]2[cH:8][cH:9][cH:10][cH:11][c:12]2[c:13]1[NH2:14]. Yields the product Nc1cnc2ccccc2c1N. Reactants: CCO, Nc1c([N+](=O)[O-])cnc2ccccc12. Reactants: CCCCC1CCN(CCCO)CC1, C1CCOC1, Cc1ccc(C(C)C)c2[nH]c(=O)oc12, CCOC(=O)N=NC(=O)OCC, c1ccc(P(c2ccccc2)c2ccccc2)cc1. Product: CCCCC1CCN(CCCn2c(=O)oc3c(C)ccc(C(C)C)c32)CC1. As a reaction SMILES: [CH2:15]([CH2:16][CH2:17][CH3:18])[CH:19]1[CH2:20][CH2:21][N:22]([CH2:25][CH2:26][CH2:27][OH:28])[CH2:23][CH2:24]1.[CH2:60]1[O:61][CH2:62][CH2:63][CH2:64]1.[CH3:1][c:2]1[cH:3][cH:4][c:5]([CH:12]([CH3:13])[CH3:14])[c:6]2[nH:7][c:8](=[O:11])[o:9][c:10]12.[O:29]=[C:30]([O:31][CH2:32][CH3:33])[N:34]=[N:35][C:36]([O:37][CH2:38][CH3:39])=[O:40].[c:41]1([P:42]([c:43]2[cH:44][cH:45][cH:46][cH:47][cH:48]2)[c:49]2[cH:50][cH:51][cH:52][cH:53][cH:54]2)[cH:55][cH:56][cH:57][cH:58][cH:59]1>>[CH3:1][c:2]1[cH:3][cH:4][c:5]([CH:12]([CH3:13])[CH3:14])[c:6]2[n:7]([CH2:27][CH2:26][CH2:25][N:22]3[CH2:21][CH2:20][CH:19]([CH2:15][CH2:16][CH2:17][CH3:18])[CH2:24][CH2:23]3)[c:8](=[O:11])[o:9][c:10]12. The reactants are COC1=C(C(=CC=C1)CNCCC1=CC=CC=C1)O (2-methoxy-6-phenethylaminomethylphenol), C=O (formalin). Solvent: O1CCOCC1 (dioxane). Yields the product COC1=CC=CC=2CN(COC21)CCC2=CC=CC=C2 (8-methoxy-3-phenethyl-3,4-dihydro-2H-1,3-benzoxazine). As a reaction SMILES: [CH3:1][O:2][C:3]1[CH:8]=[CH:7][CH:6]=[C:5]([CH2:9][NH:10][CH2:11][CH2:12][C:13]2[CH:18]=[CH:17][CH:16]=[CH:15][CH:14]=2)[C:4]=1[OH:19].[CH2:20]=O>O1CCOCC1>[CH3:1][O:2][C:3]1[C:4]2[O:19][CH2:20][N:10]([CH2:11][CH2:12][C:13]3[CH:18]=[CH:17][CH:16]=[CH:15][CH:14]=3)[CH2:9][C:5]=2[CH:6]=[CH:7][CH:8]=1. Reported procedure: To 5 ml. of dioxane are added 0.6 g. of 2-methoxy-6-phenethylaminomethylphenol prepared as above and 1 ml. of 37 % formalin. The mixture is heated on reflux for 3 hours and distilled to remove the solvent. The residue is purified by column chromatography on silica gel with a mixture of acetone and benzene (1:4). The resultant oil is left standing at cool place for 2-3 days to be solidified. Recrystallization from normal hexane yields 8-methoxy-3-phenethyl-3,4-dihydro-2H-1,3-benzoxazine as colorl...